This data is from the Open Reaction Database (ORD), a public repository of structured organic reaction records. The task is: describe an organic reaction: reactants, conditions, products, and yield Starting materials: COC(=O)c1c(OC)cc(C(F)(F)F)cc1OCc1ccccc1, CCO. Product: COC(=O)c1c(O)cc(C(F)(F)F)cc1OC. As a reaction SMILES: [CH3:1][O:2][C:3]([c:4]1[c:5]([O:16][CH2:17][c:18]2[cH:19][cH:20][cH:21][cH:22][cH:23]2)[cH:6][c:7]([C:12]([F:13])([F:14])[F:15])[cH:8][c:9]1[O:10][CH3:11])=[O:24].[CH3:25][CH2:26][OH:27]>>[CH3:1][O:2][C:3]([c:4]1[c:5]([OH:16])[cH:6][c:7]([C:12]([F:13])([F:14])[F:15])[cH:8][c:9]1[O:10][CH3:11])=[O:24].